This data is from the Open Reaction Database (ORD), a public repository of structured organic reaction records. The task is: describe an organic reaction: reactants, conditions, products, and yield Reactants: CC(=O)OCC1=C(N2[C@@H]([C@@H](C2=O)N)SC1)C(=O)O (7-Aminocephalosporanic acid), SC1=NN=NN1CC(=O)N (5-Mercapto-1H-tetrazol-1-ylacetamide), C([O-])(O)=O.[Na+] (sodium bicarbonate). The solvent is CC(=O)C (acetone), CC(=O)C (acetone). Conditions: time 1 hour. Yields the product NC1[C@@H]2N(C(=C(CS2)CSC2=NN=NN2CC(N)=O)C(=O)O)C1=O (7-Amino-3-(1-carbamoylmethyl-1H-tetrazol-5-ylthio)methylceph-3-em-4-carboxylic acid). RXN SMILES: CC(O[CH2:5][C:6]1[CH2:15][S:14][C@@H:9]2[C@H:10]([NH2:13])[C:11](=[O:12])[N:8]2[C:7]=1[C:16]([OH:18])=[O:17])=O.[SH:19][C:20]1[N:24]([CH2:25][C:26]([NH2:28])=[O:27])[N:23]=[N:22][N:21]=1.C(=O)(O)[O-].[Na+]>CC(C)=O>[NH2:13][CH:10]1[C:11](=[O:12])[N:8]2[C:7]([C:16]([OH:18])=[O:17])=[C:6]([CH2:5][S:19][C:20]3[N:24]([CH2:25][C:26](=[O:27])[NH2:28])[N:23]=[N:22][N:21]=3)[CH2:15][S:14][C@H:9]12 |f:2.3|. Reported procedure: 7-Aminocephalosporanic acid (5.44 g., 20 mmole) and 5-Mercapto-1H-tetrazol-1-ylacetamide (3.50 g., 2.2 mmole) were suspended in 50% aqueous acetone (200 ml) and solid sodium bicarbonate added until a clear solution was obtained, ~pH 7.0. The solution was heated at 60° for 6 hours, uncovered for the final hour which allowed most of the acetone to evaporate, then acidified to pH 4.0 and stirred in an ice bath for one hour. The solid product was collected, washed with a little cold water and dried ... Starting materials: C(C=C)N1CCN(CC1)[Si](C)(C)C (1-allyl-4-trimethylsilylpiperazine), C[SiH](OCC)OCC (methyldiethoxysilane). The reagents and catalysts are [Pt].C(=C)[Si](O[Si](C)(C)C=C)(C)C (platinum 1,3-divinyl-1,1,3,3-tetramethyldisiloxane). The solvent is C1(=CC=CC=C1)C (toluene). Conditions: temperature 70 celsius, time 1 hour. Yields the product C[Si](CCCN1CCN(CC1)[Si](C)(C)C)(OCC)OCC (1-[3-(methyldiethoxysilyl)propyl]-4-trimethylsilylpiperazine). Reaction SMILES: [CH2:1]([N:4]1[CH2:9][CH2:8][N:7]([Si:10]([CH3:13])([CH3:12])[CH3:11])[CH2:6][CH2:5]1)[CH:2]=[CH2:3].[CH3:14][SiH:15]([O:19][CH2:20][CH3:21])[O:16][CH2:17][CH3:18]>[Pt].C([Si](C)(C)O[Si](C=C)(C)C)=C.C1(C)C=CC=CC=1>[CH3:14][Si:15]([O:19][CH2:20][CH3:21])([O:16][CH2:17][CH3:18])[CH2:3][CH2:2][CH2:1][N:4]1[CH2:9][CH2:8][N:7]([Si:10]([CH3:11])([CH3:13])[CH3:12])[CH2:6][CH2:5]1 |f:2.3|. Procedure: A flask equipped with a stirrer, reflux condenser, dropping funnel and thermometer was charged with 99.2 g (0.5 mole) of 1-allyl-4-trimethylsilylpiperazine and 0.65 g of a toluene solution of platinum-1,3-divinyl-1,1,3,3-tetramethyldisiloxane complex (platinum content 3 wt %) and heated at 70° C. Once the internal temperature became constant, 67.1 g (0.5 mole) of methyldiethoxysilane was added dropwise over 4 hours. Stirring was continued for a further one hour at the temperature. The reaction s... Reactants: [N+](=O)([O-])C=1C=CC2=C(C(=NCC(N2)=S)C2=C(C=CC=C2)Cl)C1 (7-nitro-1,3-dihydro-5-(o-chlorophenyl)-2H-1,4-benzodiazepine-2-thione), C1(C=2C(C(N1CC(CN)=O)=O)=CC=CC2)=O ((3-phthalimidoacetonyl)amine), ethylene ketal. Run in C(C)O (ethanol). Product: [N+](=O)([O-])C=1C=CC2=C(C(=NCC(=N2)NCC(=O)CN2C(C=3C(C2=O)=CC=CC3)=O)C3=C(C=CC=C3)Cl)C1 (7-nitro-5-(o-chlorophenyl)-2-[ (3-phthalimidoacetonyl)amino]-3H-1,4-benzodiazepine), ethylene ketal. Reaction SMILES: [N+:1]([C:4]1[CH:5]=[CH:6][C:7]2[NH:13][C:12](=S)[CH2:11][N:10]=[C:9]([C:15]3[CH:20]=[CH:19][CH:18]=[CH:17][C:16]=3[Cl:21])[C:8]=2[CH:22]=1)([O-:3])=[O:2].[C:23]1(=[O:38])[N:27]([CH2:28][C:29](=[O:32])[CH2:30][NH2:31])[C:26](=[O:33])[C:25]2=[CH:34][CH:35]=[CH:36][CH:37]=[C:24]12>C(O)C>[N+:1]([C:4]1[CH:5]=[CH:6][C:7]2[N:13]=[C:12]([NH:31][CH2:30][C:29]([CH2:28][N:27]3[C:23](=[O:38])[C:24]4=[CH:37][CH:36]=[CH:35][CH:34]=[C:25]4[C:26]3=[O:33])=[O:32])[CH2:11][N:10]=[C:9]([C:15]3[CH:20]=[CH:19][CH:18]=[CH:17][C:16]=3[Cl:21])[C:8]=2[CH:22]=1)([O-:3])=[O:2]. Reported procedure: In the manner given in example 12, 7-nitro-1,3-dihydro-5-(o-chlorophenyl)-2H-1,4-benzodiazepine-2-thione is heated with (3-phthalimidoacetonyl)amine, ethylene ketal in ethanol to give 7-nitro-5-(o-chlorophenyl)-2-[ (3-phthalimidoacetonyl)amino]-3H-1,4-benzodiazepine, ethylene ketal. Starting materials: Cl (HCl), CC(C)(C)S(=O)NCC1=C(C=CC=C1)S(=O)(=O)C1=CC=C(C=C1)\C=C\C1=CC=C(C=C1)F (2-methyl-N-[2-({4-[(E)-2-(4-fluorophenyl)vinyl]phenyl}sulfonyl)benzyl]propane-2-sulfinamide). Solvent: O1CCOCC1 (dioxane), CO (methanol). Product: FC1=CC=C(C=C1)/C=C/C1=CC=C(C=C1)S(=O)(=O)C1=C(CN)C=CC=C1 ([2-({4-[(E)-2-(4-fluorophenyl)vinyl]phenyl}sulfonyl)benzyl]amine), hydrochloride salt. Yield: 90.0%. RXN SMILES: CC(S([NH:7][CH2:8][C:9]1[CH:14]=[CH:13][CH:12]=[CH:11][C:10]=1[S:15]([C:18]1[CH:23]=[CH:22][C:21](/[CH:24]=[CH:25]/[C:26]2[CH:31]=[CH:30][C:29]([F:32])=[CH:28][CH:27]=2)=[CH:20][CH:19]=1)(=[O:17])=[O:16])=O)(C)C.Cl>CO.O1CCOCC1>[F:32][C:29]1[CH:28]=[CH:27][C:26](/[CH:25]=[CH:24]/[C:21]2[CH:22]=[CH:23][C:18]([S:15]([C:10]3[CH:11]=[CH:12][CH:13]=[CH:14][C:9]=3[CH2:8][NH2:7])(=[O:17])=[O:16])=[CH:19][CH:20]=2)=[CH:31][CH:30]=1. Procedure details: 2-Methyl-N-[2-({4-[(E)-2-(4-fluorophenyl)vinyl]phenyl}sulfonyl)benzyl]propane-2-sulfinamide (Example 177, 285 mg, 0.6 mmol) was dissolved in methanol (5 mL) and 4N HCl in dioxane (5 mL) and stirred overnight at room temperature. The solvent was removed in vacuo and the residue triturated with diethyl ether to give the title compound as the hydrochloride salt (221 mg, 90%). δH (500 MHz, d6 DMSO): 8.46–8.38 (3H, m), 8.13 (1H, d, J=7.8 Hz), 7.89 (2H, d, J=8.3 Hz), 7.84–7.78 (3H, m), 7.71–7.67 (4H, ...